Dataset: the Open Reaction Database (ORD), a public repository of structured organic reaction records. Task: describe an organic reaction: reactants, conditions, products, and yield The reactants are OC1CN(C(C2=C1NC=1C=CC(=CC21)C)=O)C (3,4-dihydro-4-hydroxy-2,8-dimethyl-2H-pyrido[4,3-b]indol-1(5H)-one), CC1=NC=C(C=C1)C=C (2-methyl-5-vinylpyridine), [OH-].[K+] (KOH). Run in CN1CCCC1=O (NMP). Product: OC1CN(C(C2=C1N(C=1C=CC(=CC21)C)CCC=2C=NC(=CC2)C)=O)C (3,4-dihydro-4-hydroxy-2,8-dimethyl-5-(2-(6-methylpyridin-3-yl)ethyl)-2H-pyrido[4,3-b]indol-1(5H)-one). RXN SMILES: [OH:1][CH:2]1[C:7]2[NH:8][C:9]3[CH:10]=[CH:11][C:12]([CH3:15])=[CH:13][C:14]=3[C:6]=2[C:5](=[O:16])[N:4]([CH3:17])[CH2:3]1.[CH3:18][C:19]1[CH:24]=[CH:23][C:22]([CH:25]=[CH2:26])=[CH:21][N:20]=1.[OH-].[K+]>CN1C(=O)CCC1>[OH:1][CH:2]1[C:7]2[N:8]([CH2:26][CH2:25][C:22]3[CH:21]=[N:20][C:19]([CH3:18])=[CH:24][CH:23]=3)[C:9]3[CH:10]=[CH:11][C:12]([CH3:15])=[CH:13][C:14]=3[C:6]=2[C:5](=[O:16])[N:4]([CH3:17])[CH2:3]1 |f:2.3|. Reported procedure: The title compound is prepared from a mixture of 3,4-dihydro-4-hydroxy-2,8-dimethyl-2H-pyrido[4,3-b]indol-1(5H)-one, 2-methyl-5-vinylpyridine and KOH (5-7 equiv) in NMP at a temperature ranging between 25 deg C. to 100 deg C. The product obtained is isolated by preparative HPLC. Reactants: ClC1=CC=C(C=C1)C1=CC(=NN1C1=CC=C(C=C1)OC)CCC(=O)O (5-(4-chlorophenyl)-1-(4-methoxyphenyl)-1H-pyrazole-3-propanoic acid), Cl.CNO (N-methylhydroxylamine hydrochloride), ice water, OS(=O)(=O)O (H2SO4), CC[O-].[Na+] (NaOEt), [OH-].[Na+] (NaOH). The solvent is CCCCCC (hexane), CCOC(=O)C (EtOAc), C(C)O (ethanol), C(Cl)Cl (CH2Cl2), CO (methanol), C(C)(=O)O (acetic acid), O (water), C(C)(=O)O (acetic acid). Run at temperature 10 celsius. The product is CN(C(=O)CCC=1C=C(N(N1)C=2C=CC(=CC2)OC)C=3C=CC(=CC3)Cl)O (tepoxalin). The yield is 87.9%. Reaction SMILES: [Cl:1][C:2]1[CH:7]=[CH:6][C:5]([C:8]2[N:12]([C:13]3[CH:18]=[CH:17][C:16]([O:19][CH3:20])=[CH:15][CH:14]=3)[N:11]=[C:10]([CH2:21][CH2:22][C:23](O)=[O:24])[CH:9]=2)=[CH:4][CH:3]=1.OS(O)(=O)=O.CC[O-].[Na+].Cl.[CH3:36][NH:37][OH:38].[OH-].[Na+]>CCCCCC.C(Cl)Cl.C(O)(=O)C.O.CO.CCOC(C)=O.C(O)C>[CH3:36][N:37]([OH:38])[C:23]([CH2:22][CH2:21][C:10]1[CH:9]=[C:8]([C:5]2[CH:6]=[CH:7][C:2]([Cl:1])=[CH:3][CH:4]=2)[N:12]([C:13]2[CH:14]=[CH:15][C:16]([O:19][CH3:20])=[CH:17][CH:18]=2)[N:11]=1)=[O:24] |f:2.3,4.5,6.7|. Reported procedure: An oven dried 300 mL 3-necked round bottomed flask was equipped with a magnetic stirring bar, argon inlet, and drying tube. The flask was charged with 5-(4-chlorophenyl)-1-(4-methoxyphenyl)-1H-pyrazole-3-propanoic acid (10 gm, 28.03 mmol) followed by ethanol (100 mL). The resulting solution was cooled using an ice-water bath, the stirring solution was treated with concentrated H2SO4 (0.07 mL, 2.52 meq.). The flask was then removed from the ice-water bath, the argon inlet and drying tube were rem... The reactants are FC(CN=C(NC1=NC(=NC=C1)/C=C/CCCC#N)N)(F)F (trans-6-[4-(2-[2,2,2-trifluoroethyl]guanidino)pyrimid-2-yl]hex-5-enenitrile), C([O-])([O-])=O.[Na+].[Na+] (sodium carbonate). Product: FC(CN=C(NC1=NC(=NC=C1)/C=C/CCCC(=O)N)N)(F)F (trans-6-[4-(2-[2,2,2-trifluoroethyl]guanidino)pyrimid-2-yl]hex-5-enamide). Procedure details: A solution of trans-6-[4-(2-[2,2,2-trifluoroethyl]guanidino)pyrimid-2-yl]hex-5-enenitrile (400 mg.) in concentrated sulphuric acid (2 ml.) was kept at 20° for 18 hours then added dropwise to saturated aqueous sodium carbonate. The mixture was extracted with EtOAc (2×15 ml.) and the extract dried (MgSO4) and evaporated in vacuo to give trans-6-[4-(2-[2,2,2-trifluoroethyl]guanidino)pyrimid-2-yl]hex-5-enamide as an oil. The maleic acid salt was prepared in acetone (yield 205 mg; 36%), m.p. 177°-179... The solvent is S(O)(O)(=O)=O (sulphuric acid). Reaction SMILES: [F:1][C:2]([F:22])([F:21])[CH2:3][N:4]=[C:5]([NH2:20])[NH:6][C:7]1[CH:12]=[CH:11][N:10]=[C:9](/[CH:13]=[CH:14]/[CH2:15][CH2:16][CH2:17][C:18]#[N:19])[N:8]=1.C(=O)([O-])[O-:24].[Na+].[Na+]>S(=O)(=O)(O)O>[F:22][C:2]([F:1])([F:21])[CH2:3][N:4]=[C:5]([NH2:20])[NH:6][C:7]1[CH:12]=[CH:11][N:10]=[C:9](/[CH:13]=[CH:14]/[CH2:15][CH2:16][CH2:17][C:18]([NH2:19])=[O:24])[N:8]=1 |f:1.2.3|. Reactants: [OH-].[Na+] (NaOH), P(=O)(Cl)(Cl)Cl (Phosphoryl chloride), ice, ClC=1C=CC(=C(C#N)C1)N1CC2=C(N=CN=C2OC)CC1 (5-chloro-2-(4-methoxy-7,8-dihydropyrido[4,3-d]pyrimidin-6(5H)-yl)benzonitrile), CN(C1=CC=CC=C1)C (N,N-dimethylaniline), CN(C=O)C (N,N-dimethylformamide). Solvent: C(C)#N (acetonitrile). Reaction conditions: temperature 110 celsius. The product is ClC=1C=CC(=C(C#N)C1)N1CC2=C(N=CN=C2Cl)CC1 (5-Chloro-2-(4-chloro-7,8-dihydropyrido[4,3-d]pyrimidin-6(5H)-yl)benzonitrile). RXN SMILES: [Cl:1][C:2]1[CH:3]=[CH:4][C:5]([N:10]2[CH2:21][CH2:20][C:13]3[N:14]=[CH:15][N:16]=[C:17](OC)[C:12]=3[CH2:11]2)=[C:6]([CH:9]=1)[C:7]#[N:8].CN(C)C1C=CC=CC=1.CN(C)C=O.P(Cl)(Cl)([Cl:38])=O.[OH-].[Na+]>C(#N)C>[Cl:1][C:2]1[CH:3]=[CH:4][C:5]([N:10]2[CH2:21][CH2:20][C:13]3[N:14]=[CH:15][N:16]=[C:17]([Cl:38])[C:12]=3[CH2:11]2)=[C:6]([CH:9]=1)[C:7]#[N:8] |f:4.5|. Procedure: A mixture of 5-chloro-2-(4-methoxy-7,8-dihydropyrido[4,3-d]pyrimidin-6(5H)-yl)benzonitrile (4.15 g, 13.1 mmol), N,N-dimethylaniline (0.18 mL, 1.4 mmol), N,N-dimethylformamide (0.21 mL, 2.7 mmol) and acetonitrile (35 mL) was heated to dissolve at 105° C. Phosphoryl chloride (5.3 mL, 56 mmol) was added dropwise over 3 mins and the mixture was heated to reflux at 110° C. After another 20 hours refluxing, the reaction mixture was allowed to cool and poured over ice (200 g), and then 45% NaOH (75 mL)... Starting materials: ClCC(=O)NOC (methyl chloroacetohydroxamate), O\N=C(/C(=O)O)\C=1SC=CC1 (E-2-hydroxyimino-2-(thien-2-yl)acetic acid). Run in CS(=O)C (DMSO). The product is CONC(=O)CO\N=C(/C(=O)O)\C=1SC=CC1 (E-2-Methoxycarbamoylmethoxyimino-2-(thien-2-yl)acetic acid). Yield: 34.0%. RXN SMILES: Cl[CH2:2][C:3]([NH:5][O:6][CH3:7])=[O:4].[OH:8]/[N:9]=[C:10](/[C:14]1[S:15][CH:16]=[CH:17][CH:18]=1)\[C:11]([OH:13])=[O:12]>CS(C)=O>[CH3:7][O:6][NH:5][C:3]([CH2:2][O:8]/[N:9]=[C:10](/[C:14]1[S:15][CH:16]=[CH:17][CH:18]=1)\[C:11]([OH:13])=[O:12])=[O:4]. Reported procedure: This compound was prepared by the method of Preparation 4 from methyl chloroacetohydroxamate and E-2-hydroxyimino-2-(thien-2-yl)acetic acid, νmax (Nujol) 3380 (--NH--), 1750, 1729 (--CO2H), 3700-2400 (bonded OH), 1690 cm-1 (--CONH--), τ(DMSO d6) 2.2-3.0 (thienyl), 5.49 (--OCH2CO--), 6.38 (--OCH3). Yield 34%.